This data is from the Open Reaction Database (ORD), a public repository of structured organic reaction records. The task is: describe an organic reaction: reactants, conditions, products, and yield The solvent is CO (methanol), CO (methanol). RXN SMILES: CC([O:4][CH:5]1[CH2:18][C:17]2[C:8]([CH3:24])([CH:9]3[CH:14]([CH2:15][CH:16]=2)[CH:13]2[CH2:19][CH2:20][C:21](=[O:22])[C:12]2([CH3:23])[CH2:11][CH2:10]3)[CH2:7][CH2:6]1)=O.C(=O)([O-])[O-].[K+].[K+].C>CO>[CH3:23][C@@:12]12[C:21](=[O:22])[CH2:20][CH2:19][C@H:13]1[C@@H:14]1[CH2:15][CH:16]=[C:17]3[CH2:18][C@@H:5]([OH:4])[CH2:6][CH2:7][C@:8]3([CH3:24])[C@H:9]1[CH2:10][CH2:11]2 |f:1.2.3|. Starting materials: CC(=O)OC1CCC2(C3CCC4(C(C3CC=C2C1)CCC4=O)C)C (DHEA acetate), C([O-])([O-])=O.[K+].[K+] (potassium carbonate), C (charcoal). Reaction conditions: temperature 15 celsius. Yields the product C[C@]12CC[C@H]3[C@H]([C@@H]1CCC2=O)CC=C4[C@@]3(CC[C@@H](C4)O)C (DHEA). Procedure: DHEA was prepared from DHEA acetate (obtained from Diosynth, Chicago, Ill. or Berlichem, Montville, N.J.) by saponification using potassium carbonate in methanol. The product was dissolved in 6 parts methanol at reflux, and charcoal was added and removed by filtration. The methanol was evaporated until a volume of 3 parts remained, and the solution was cooled to 15° C., maintained at this temperature for 1 hour, and filtered. The wet product was refluxed with 8.5 parts of water to remove the met... Starting materials: CCCCCCCCCCCCCCCCN=C=S, C=C(CO)CO, CN(C)c1ccncc1, c1ccncc1. Product: C=C(CO)COC(=S)NCCCCCCCCCCCCCCCC. Reaction SMILES: [CH2:1]([CH2:2][CH2:3][CH2:4][CH2:5][CH2:6][CH2:7][CH2:8][CH2:9][CH2:10][CH2:11][CH2:12][CH2:13][CH2:14][CH2:15][CH3:16])[N:17]=[C:18]=[S:19].[CH2:20]=[C:21]([CH2:22][OH:23])[CH2:24][OH:25].[CH3:26][N:27]([CH3:28])[c:29]1[cH:30][cH:31][n:32][cH:33][cH:34]1.[cH:35]1[cH:36][cH:37][n:38][cH:39][cH:40]1>>[CH2:1]([CH2:2][CH2:3][CH2:4][CH2:5][CH2:6][CH2:7][CH2:8][CH2:9][CH2:10][CH2:11][CH2:12][CH2:13][CH2:14][CH2:15][CH3:16])[NH:17][C:18](=[S:19])[O:23][CH2:22][C:21](=[CH2:20])[CH2:24][OH:25]. Starting materials: C(O)[P+](CO)(CO)CO.[Cl-] (THPC), CN(C(=O)N)C (1,1-dimethylurea). Solvent: C1(=CC=CC=C1)C (toluene). Yields the product [Cl-].CN(C(NC[P+](CNC(=O)N(C)C)(CNC(=O)N(C)C)CNC(=O)N(C)C)=O)C (tetrakis(3,3-dimethylureidomethyl)phosphonium chloride). The yield is 99.7%. Reaction SMILES: [CH2:1]([P+:3]([CH2:8]O)([CH2:6]O)[CH2:4]O)O.[Cl-:10].[CH3:11][N:12]([CH3:16])[C:13]([NH2:15])=[O:14]>C1(C)C=CC=CC=1>[Cl-:10].[CH3:11][N:12]([CH3:16])[C:13](=[O:14])[NH:15][CH2:8][P+:3]([CH2:1][NH:15][C:13]([N:12]([CH3:16])[CH3:11])=[O:14])([CH2:4][NH:15][C:13]([N:12]([CH3:16])[CH3:11])=[O:14])[CH2:6][NH:15][C:13]([N:12]([CH3:16])[CH3:11])=[O:14] |f:0.1,4.5|. Procedure: Reaction of THPC (9.53 g, 0.05 mol) with 1,1-dimethylurea (17.62 g, 0.2 mol) in toluene (75 ml), following Example 1, gave 23.47 g (99.7%) of tetrakis(3,3-dimethylureidomethyl)phosphonium chloride (I, R=H, R'=R"=CH3, X=Cl) as a colorless, hygroscopic resin. Starting materials: succinimidyl ester, FC(C(=O)[O-])(F)F.ClCCCCCCOCCOCC[NH3+] (2-[2-(6-chlorohexyloxy)-ethoxy]-ethyl-ammonium trifluoro-acetate), C(C)(C)N(CC)C(C)C (diisopropylethylamine). Run in CN(C)C=O (DMF). Reaction conditions: time 12 hour. Product: ClCCCCCCOCCOCCN (2-[2-(6-chloro-hexyloxy)-ethoxy]-ethylamine). As a reaction SMILES: FC(F)(F)C([O-])=O.[Cl:8][CH2:9][CH2:10][CH2:11][CH2:12][CH2:13][CH2:14][O:15][CH2:16][CH2:17][O:18][CH2:19][CH2:20][NH3+:21].C(N(C(C)C)CC)(C)C>CN(C=O)C>[Cl:8][CH2:9][CH2:10][CH2:11][CH2:12][CH2:13][CH2:14][O:15][CH2:16][CH2:17][O:18][CH2:19][CH2:20][NH2:21] |f:0.1|. Procedure details: To one equivalent of the succinimidyl ester of the reporter group in DMF is added 3 equivalence of 2-[2-(6-chlorohexyloxy)-ethoxy]-ethyl-ammonium trifluoro-acetate stock solution, followed by diisopropylethylamine. The reaction is stirred from 8 to 16 hours at room temperature. Purification is accomplished by preparative scale HPLC or silica gel chromatography. Starting materials: NC1=CC=C2CN(C(C2=C1)=O)C(=O)OC(C)(C)C (tert-butyl 6-amino-1-oxoisoindoline-2-carboxylate), CC1=C(C(=O)O)C=CC(=C1)[N+](=O)[O-] (2-methyl-4-nitrobenzoic acid). The product is NC=1C=C2CN(C(C2=CC1)=O)C(=O)OC(C)(C)C (tert-Butyl 5-amino-1-oxoisoindoline-2-carboxylate). RXN SMILES: N[C:2]1[CH:10]=[C:9]2[C:5]([CH2:6][N:7]([C:12]([O:14][C:15]([CH3:18])([CH3:17])[CH3:16])=[O:13])[C:8]2=[O:11])=[CH:4][CH:3]=1.CC1C=C([N+:29]([O-])=O)C=CC=1C(O)=O>>[NH2:29][C:3]1[CH:4]=[C:5]2[C:9](=[CH:10][CH:2]=1)[C:8](=[O:11])[N:7]([C:12]([O:14][C:15]([CH3:18])([CH3:17])[CH3:16])=[O:13])[CH2:6]2. Procedure details: tert-Butyl 5-amino-1-oxoisoindoline-2-carboxylate was prepared following the same procedure used for the preparation of tert-butyl 6-amino-1-oxoisoindoline-2-carboxylate using 2-methyl-4-nitrobenzoic acid as starting material. Reactants: [Cl-].ClC1=C(C[P+](C2=CC=CC=C2)(C2=CC=CC=C2)C2=CC=CC=C2)C(=CC(=C1)OC)Cl (2,6-dichloro-4-methoxy-benzyl-triphenylphosphonium chloride), C(C)OC(C=C(C=CC=C(C)C=O)C)=O (7-formyl-3-methyl-octa-2,4,6-trien-1-oic acid ethyl ester), C1C(CC)O1 (1,2-butylene oxide). Reaction conditions: time 2 hour. The product is C(C)OC(C=C(C=CC=C(C=CC1=C(C=C(C=C1Cl)OC)Cl)C)C)=O (9-(2,6-dichloro-4-methoxyphenyl)-3,7-dimethyl-nona-2,4,6,8-tetraen-1-oic acid ethyl ester). RXN SMILES: [Cl-].[Cl:2][C:3]1[CH:28]=[C:27]([O:29][CH3:30])[CH:26]=[C:25]([Cl:31])[C:4]=1[CH2:5][P+](C1C=CC=CC=1)(C1C=CC=CC=1)C1C=CC=CC=1.[CH2:32]([O:34][C:35](=[O:46])[CH:36]=[C:37]([CH3:45])[CH:38]=[CH:39][CH:40]=[C:41]([CH:43]=O)[CH3:42])[CH3:33].C1OC1CC>>[CH2:32]([O:34][C:35](=[O:46])[CH:36]=[C:37]([CH3:45])[CH:38]=[CH:39][CH:40]=[C:41]([CH3:43])[CH:42]=[CH:5][C:4]1[C:25]([Cl:31])=[CH:26][C:27]([O:29][CH3:30])=[CH:28][C:3]=1[Cl:2])[CH3:33] |f:0.1|. Reported procedure: 39 g. of 2,6-dichloro-4-methoxy-benzyl-triphenylphosphonium chloride and 16 g. of 7-formyl-3-methyl-octa-2,4,6-trien-1-oic acid ethyl ester are heated at 82°-85° C. under reflux conditions while stirring for 2 hours after the addition of 40 g. of 1,2-butylene oxide. The mixture is then thoroughly extracted with hexane. The hexane extract is washed several times with methanol/water (60:40 parts by volume), dried over sodium sulphate and evaporated under reduced pressure. The residue is purified b... Starting materials: C(CCCCCCCCCCCCCCC)(=O)O (palmitic acid). The reagents and catalysts are [Ni] (Raney nickel). The solvent is C(CCC)[Sn](CCCC)(CCCC)CCCC (tetrabutyl tin), C1CCCCC1 (cyclohexane). Product: CCCCCCCCCCCCCCC (pentadecane). Reaction SMILES: [C:1](O)(=O)[CH2:2][CH2:3][CH2:4][CH2:5][CH2:6][CH2:7][CH2:8][CH2:9][CH2:10][CH2:11][CH2:12][CH2:13][CH2:14][CH2:15]C>[Ni].C1CCCCC1.C([Sn](CCCC)(CCCC)CCCC)CCC>[CH3:15][CH2:14][CH2:13][CH2:12][CH2:11][CH2:10][CH2:9][CH2:8][CH2:7][CH2:6][CH2:5][CH2:4][CH2:3][CH2:2][CH3:1]. Procedure details: A drum provided with a distillation system is successively fed with 50 g of palmitic acid, 10 g of dry Raney nickel in cyclohexane and 870 mg of tetrabutyl tin. The mixture is slowly heated while distilling the cyclohexane and passing a hydrogen stream, the drum being brought to a temperature of 300°-310° C. A liquid product distills at 210°-230° C. At time intervals, additional amounts of palmitic acid, totalling 150 g, are injected into the drum, while distilling progressively a product which,... The reactants are C(c1ccc(cc1)c1nn[nH]n1)=O, CC1=CN=C(C=C1)N, [C-]#[N+]C1CCCCC1. The reagents and catalysts are O=C(O)C(F)(F)F (trifluoroacetic acid). The solvent is CC(C)O (isopropyl alcohol), CC(C)O (isopropylalcohol). Run at temperature 22 celsius, time 20 hour. The product is Cc1ccc2nc(c3ccc(cc3)c3nn[nH]n3)c(NC3CCCCC3)n2c1. Isolated yield 17.0%. As a reaction SMILES: CC1=CC=C(N)N=C1.[C-]#[N+]C1CCCCC1.O=CC1=CC=C(C=C1)C1=NNN=N1>>CC1=CN2C(C=C1)=NC(=C2NC1CCCCC1)C1=CC=C(C=C1)C1=NNN=N1. The reactants are C=CCBr, COc1ccccc1N1CCN(CC2(C)N=C(c3cccnc3)NC2=O)CC1, [K+], C1COCCOCCOCCOCCOCCO1, C1CCOC1, [OH-]. Yields the product C=CCN1C(=O)C(C)(CN2CCN(c3ccccc3OC)CC2)N=C1c1cccnc1. RXN SMILES: [CH2:29]([CH:30]=[CH2:31])[Br:32].[CH3:1][O:2][c:3]1[c:4]([N:9]2[CH2:10][CH2:11][N:12]([CH2:15][C:16]3([CH3:28])[N:17]=[C:18]([c:22]4[cH:23][n:24][cH:25][cH:26][cH:27]4)[NH:19][C:20]3=[O:21])[CH2:13][CH2:14]2)[cH:5][cH:6][cH:7][cH:8]1.[K+:34].[O:35]1[CH2:36][CH2:37][O:38][CH2:39][CH2:40][O:41][CH2:42][CH2:43][O:44][CH2:45][CH2:46][O:47][CH2:48][CH2:49][O:50][CH2:51][CH2:52]1.[O:53]1[CH2:54][CH2:55][CH2:56][CH2:57]1.[OH-:33]>>[CH3:1][O:2][c:3]1[c:4]([N:9]2[CH2:10][CH2:11][N:12]([CH2:15][C:16]3([CH3:28])[N:17]=[C:18]([c:22]4[cH:23][n:24][cH:25][cH:26][cH:27]4)[N:19]([CH2:31][CH:30]=[CH2:29])[C:20]3=[O:21])[CH2:13][CH2:14]2)[cH:5][cH:6][cH:7][cH:8]1. The reactants are [N+](=O)([O-])C=1C=CC2=C(C(=C(O2)C)CCN(C)C)C1 (5-nitro-2-methyl-3-(N,N-dimethyl-2-aminoethyl)benzofuran), 60, [H][H] (hydrogen). Reagents/catalysts: [Pt] (platinum on carbon). Run in O1CCCC1 (tetrahydrofuran). Reaction conditions: time 15 hour. Yields the product NC=1C=CC2=C(C(=C(O2)C)CCN(C)C)C1 (5-amino-2-methyl-3-(N,N-dimethyl-2-aminoethyl)benzofuran). The yield is 75.6%. RXN SMILES: [N+:1]([C:4]1[CH:5]=[CH:6][C:7]2[O:11][C:10]([CH3:12])=[C:9]([CH2:13][CH2:14][N:15]([CH3:17])[CH3:16])[C:8]=2[CH:18]=1)([O-])=O.[H][H]>[Pt].O1CCCC1>[NH2:1][C:4]1[CH:5]=[CH:6][C:7]2[O:11][C:10]([CH3:12])=[C:9]([CH2:13][CH2:14][N:15]([CH3:16])[CH3:17])[C:8]=2[CH:18]=1. Procedure: A mixture of 2.1 gm (8.6 mMol) 5-nitro-2-methyl-3-(N,N-dimethyl-2-aminoethyl)benzofuran and 0.5 gm platinum on carbon in tetrahydrofuran was hydrogenated at an initial hydrogen pressure of 60 p.s.i. at room temperature for 15 hours. The reaction mixture was filtered and the filtrate concentrated under reduced pressure. The residual oil was subjected to flash silica gel chromatography, eluting with dichloromethane containing 10% methanol and 1% ammonium hydroxide. Fractions containing product wer...